Dataset: the Open Reaction Database (ORD), a public repository of structured organic reaction records. Task: describe an organic reaction: reactants, conditions, products, and yield Procedure details: To a solution of methyl [(9-amino-1,2,3,4-tetrahydroacridin-1-yl)thio]acetate (10.3 g) in tetrahydrofuran (150 ml) was added potassium t-butoxide (4.6 g). The reaction mixture was stirred at ambient temperature for 45 mins and then concentrated. The residue was stirred in water, the solid was collected, and dried. The solid was purified by flash chromatography (ethyl acetate/dichloromethane→5% methanol/dichloromethane) to give 4.1 g (44%) of product, mp 223°-226° C. (dec.). Recrystallization fro... Isolated yield 44.5%. Run at time 45 minute. Solvent: O1CCCC1 (tetrahydrofuran). Starting materials: NC=1C2=CC=CC=C2N=C2CCCC(C12)SCC(=O)OC (methyl [(9-amino-1,2,3,4-tetrahydroacridin-1-yl)thio]acetate), CC(C)([O-])C.[K+] (potassium t-butoxide). RXN SMILES: [NH2:1][C:2]1[C:3]2[C:8]([N:9]=[C:10]3[C:15]=1[CH:14]([S:16][CH2:17][C:18]([O:20]C)=O)[CH2:13][CH2:12][CH2:11]3)=[CH:7][CH:6]=[CH:5][CH:4]=2.CC(C)([O-])C.[K+]>O1CCCC1>[NH:1]1[C:2]2=[C:3]3[C:8](=[N:9][C:10]4[CH2:11][CH2:12][CH2:13][CH:14]([C:15]=42)[S:16][CH2:17][C:18]1=[O:20])[CH:7]=[CH:6][CH:5]=[CH:4]3 |f:1.2|. Product: N1C(CSC2C=3C1=C1C=CC=CC1=NC3CCC2)=O (1,3,4a,5,6,7-Hexahydro-2H-quino[4,3,2-ef][1,4]benzthiazepine-2-one). Starting materials: O=C(O)c1cc(Br)ccc1F, OB(O)c1ccc(F)cc1. Product: O=C(O)c1cc(-c2ccc(F)cc2)ccc1F. Reaction SMILES: [Br:1][c:2]1[cH:3][cH:4][c:5]([F:11])[c:6]([C:7](=[O:8])[OH:9])[cH:10]1.[F:12][c:13]1[cH:14][cH:15][c:16]([B:19]([OH:20])[OH:21])[cH:17][cH:18]1>>[c:2]1(-[c:16]2[cH:15][cH:14][c:13]([F:12])[cH:18][cH:17]2)[cH:3][cH:4][c:5]([F:11])[c:6]([C:7](=[O:8])[OH:9])[cH:10]1. Starting materials: O=C([O-])[O-], CN1CCCC1=O, S=C=NC1CC1, COc1ccc(Cl)cc1C(=O)NCCC1CCN(S(N)(=O)=O)CC1, Cl, [Cs+], [Cs+]. The product is COc1ccc(Cl)cc1C(=O)NCCC1CCN(S(=O)(=O)NC(=S)NC2CC2)CC1. As a reaction SMILES: [C:25](=[O:26])([O-:27])[O-:28].[CH3:38][N:39]1[CH2:40][CH2:41][CH2:42][C:43]1=[O:44].[CH:31]1([N:34]=[C:35]=[S:36])[CH2:32][CH2:33]1.[Cl:1][c:2]1[cH:3][cH:4][c:5]([O:23][CH3:24])[c:6]([C:7](=[O:8])[NH:9][CH2:10][CH2:11][CH:12]2[CH2:13][CH2:14][N:15]([S:18](=[O:19])(=[O:20])[NH2:21])[CH2:16][CH2:17]2)[cH:22]1.[ClH:37].[Cs+:29].[Cs+:30]>>[Cl:1][c:2]1[cH:3][cH:4][c:5]([O:23][CH3:24])[c:6]([C:7](=[O:8])[NH:9][CH2:10][CH2:11][CH:12]2[CH2:13][CH2:14][N:15]([S:18](=[O:19])(=[O:20])[NH:21][C:35]([NH:34][CH:31]3[CH2:32][CH2:33]3)=[S:36])[CH2:16][CH2:17]2)[cH:22]1. The reactants are CCOC(=O)CN(CC(=O)OCC)c1cc(C(=O)O)ccc1C, CN(C)C=O, ClCCl, O=C(Cl)C(=O)Cl. The product is CCOC(=O)CN(CC(=O)OCC)c1cc(C(N)=O)ccc1C. As a reaction SMILES: [CH2:1]([CH3:2])[O:3][C:4]([CH2:5][N:6]([c:7]1[c:8]([CH3:16])[cH:9][cH:10][c:11]([C:13](=[O:14])[OH:15])[cH:12]1)[CH2:17][C:18](=[O:19])[O:20][CH2:21][CH3:22])=[O:23].[CH3:33][N:34]([CH3:35])[CH:36]=[O:37].[Cl:24][CH2:25][Cl:26].[Cl:27][C:28]([C:29]([Cl:30])=[O:31])=[O:32]>>[CH2:1]([CH3:2])[O:3][C:4]([CH2:5][N:6]([c:7]1[c:8]([CH3:16])[cH:9][cH:10][c:11]([C:13](=[O:14])[NH2:34])[cH:12]1)[CH2:17][C:18](=[O:19])[O:20][CH2:21][CH3:22])=[O:23]. The reactants are [C@H]1(CC[C@H](CC1)C(=O)O)C(=O)O (1,4-trans-cyclohexane dicarboxylic acid), CC(=O)[O-].CC(=O)[O-].CC(=O)[O-].CC(=O)[O-].[Rh+2].[Rh+2] (rhodium acetate dimer). Reaction conditions: time 3 day. Run in CO (methanol). Procedure details: 0.885 g (5.14 mmol) of 1,4-trans-cyclohexane dicarboxylic acid acid and 0.517 g (1.17 mmol) of rhodium acetate dimer (Rh2 (CH3COO)4) were dissolved in 900 ml of methanol. After this was stirred for three days at the room temperature, this was kept still for a few days. Thereafter, its precipitation product was suction-filtered, rinsed sufficiently with methanol and then vacuum-dried for 60° C./4 hours, whereby 0.824 g of target substance was obtained. The product is [Rh].[C@H]1(CC[C@H](CC1)C(=O)O)C(=O)O (1,4-trans-cyclohexane dicarboxylic acid rhodium). As a reaction SMILES: [C@H:1]1([C:10]([OH:12])=[O:11])[CH2:6][CH2:5][C@H:4]([C:7]([OH:9])=[O:8])[CH2:3][CH2:2]1.CC([O-])=O.CC([O-])=O.CC([O-])=O.CC([O-])=O.[Rh+2:29].[Rh+2]>CO>[Rh:29].[C@H:1]1([C:10]([OH:12])=[O:11])[CH2:2][CH2:3][C@H:4]([C:7]([OH:9])=[O:8])[CH2:5][CH2:6]1 |f:1.2.3.4.5.6,8.9|.